This data is from the Open Reaction Database (ORD), a public repository of structured organic reaction records. The task is: describe an organic reaction: reactants, conditions, products, and yield Reactants: [H-].COCCO[Al+]OCCOC.[Na+].[H-] (sodium bis(2-methoxyethoxy)aluminum hydride), C1(=CC=CC=C1)S(=O)(=O)C1=CC=C(C=C1)C#CC(C(F)(F)F)(C)O (1-(4-phenylsulfonylphenyl)-3-hydroxy-3-methyl-4,4,4-trifluorobut-1-yne). Solvent: C(C)OCC (diethyl ether), C(C)OCC (diethyl ether). Reaction conditions: time 15 minute. Yields the product FC(C(/C=C/C1=CC=C(C=C1)S(=O)(=O)C1=CC=CC=C1)(C)O)(F)F (4,4,4-Trifluoro-3-hydroxy-3-methyl-1-(4-phenylsulfonylphenyl)-trans-but-1-ene). The yield is 79.0%. RXN SMILES: [H-].COCCO[Al+]OCCOC.[Na+].[H-].[C:15]1([S:21]([C:24]2[CH:29]=[CH:28][C:27]([C:30]#[C:31][C:32]([OH:38])([CH3:37])[C:33]([F:36])([F:35])[F:34])=[CH:26][CH:25]=2)(=[O:23])=[O:22])[CH:20]=[CH:19][CH:18]=[CH:17][CH:16]=1>C(OCC)C>[F:36][C:33]([F:34])([F:35])[C:32]([OH:38])([CH3:37])/[CH:31]=[CH:30]/[C:27]1[CH:26]=[CH:25][C:24]([S:21]([C:15]2[CH:16]=[CH:17][CH:18]=[CH:19][CH:20]=2)(=[O:23])=[O:22])=[CH:29][CH:28]=1 |f:0.1.2.3|. Procedure details: To a solution of sodium bis(2-methoxyethoxy)aluminum hydride (1.5 mL, 3.4M in toluene) in freshly distilled diethyl ether (6 mL) was added a solution of 1-(4-phenylsulfonylphenyl)-3-hydroxy-3-methyl-4,4,4-trifluorobut-1-yne in diethyl ether (6 mL) dropwise. The rate of addition was controlled so that the reaction temperature did not exceed 8° C. The mixture was stirred for 15 minutes and was quenched at 0° C. with 3N sulfuric acid (15 mL). Water (10 mL) was added and the product was extracted in... The reactants are C(C)NC1=C(C=CC(=C1)OC)C1CC=2C=CC(=CC2CC1)OC(C(C)(C)C)=O (pivalic acid 6-(2-ethylamino-4-methoxyphenyl)-5,6,7,8-tetrahydronaphthalen-2-yl ester), C(C)(C)(C)OC(=O)N1CCC(CC1)C1=CC(=CC=C1)C(=O)O (4-(3-carboxyphenyl)piperidine-1-carboxylic acid tert-butyl ester). Yields the product C(C)N(C1=C(C=CC(=C1)OC)C1CC=2C=CC(=CC2CC1)O)CC1=CC(=CC=C1)C1CCNCC1 (6-{2-[Ethyl(3-piperidin-4-ylbenzyl)amino]-4-methoxyphenyl}-5,6,7,8-tetrahydronaphthalen-2-ol). Isolated yield 25.3%. As a reaction SMILES: [CH2:1]([NH:3][C:4]1[CH:9]=[C:8]([O:10][CH3:11])[CH:7]=[CH:6][C:5]=1[CH:12]1[CH2:21][CH2:20][C:19]2[CH:18]=[C:17]([O:22]C(=O)C(C)(C)C)[CH:16]=[CH:15][C:14]=2[CH2:13]1)[CH3:2].C(OC([N:36]1[CH2:41][CH2:40][CH:39]([C:42]2[CH:47]=[CH:46][CH:45]=[C:44]([C:48](O)=O)[CH:43]=2)[CH2:38][CH2:37]1)=O)(C)(C)C>>[CH2:1]([N:3]([CH2:48][C:44]1[CH:45]=[CH:46][CH:47]=[C:42]([CH:39]2[CH2:38][CH2:37][NH:36][CH2:41][CH2:40]2)[CH:43]=1)[C:4]1[CH:9]=[C:8]([O:10][CH3:11])[CH:7]=[CH:6][C:5]=1[CH:12]1[CH2:21][CH2:20][C:19]2[CH:18]=[C:17]([OH:22])[CH:16]=[CH:15][C:14]=2[CH2:13]1)[CH3:2]. Procedure: Synthesized from pivalic acid 6-(2-ethylamino-4-methoxyphenyl)-5,6,7,8-tetrahydronaphthalen-2-yl ester (80 mg) and 4-(3-carboxyphenyl)piperidine-1-carboxylic acid tert-butyl ester (100 mg) according to an analogous synthetic method to Example 209, the title compound (25 mg) was obtained. Reactants: O1CCOCC1 (1,4-Dioxane), COC1=C(CN(S(=O)(=O)C2=NC=C(C=C2)I)C=2SC=CN2)C=CC(=C1)OC (5-Iodo-pyridine-2-sulfonic acid (2,4-dimethoxy-benzyl)-thiazol-2-yl-amide), CC(C)([O-])C.[Na+] (Sodium tert-butoxide), CC1(C2=CC=CC(=C2OC=2C(=CC=CC12)P(C1=CC=CC=C1)C1=CC=CC=C1)P(C1=CC=CC=C1)C1=CC=CC=C1)C (9,9-DIMETHYL-4,5-BIS(DIPHENYLPHOSPHINO)XANTHENE), NC=1SC=C(N1)C1=CC=C(C=C1)Cl (2-AMINO-4-(4-CHLOROPHENYL)THIAZOLE). The reagents and catalysts are C=1C=CC(=CC1)/C=C/C(=O)/C=C/C2=CC=CC=C2.C=1C=CC(=CC1)/C=C/C(=O)/C=C/C2=CC=CC=C2.C=1C=CC(=CC1)/C=C/C(=O)/C=C/C2=CC=CC=C2.[Pd].[Pd] (Tris(dibenzylideneacetone)dipalladium(0)). Conditions: temperature 150 celsius. Product: C(C)(C)(C)C=1N=C(SC1)NC=1C=CC(=NC1)S(=O)(=O)N(C=1SC=CN1)CC1=C(C=C(C=C1)OC)OC (5-(4-tert-butylthiazol-2-ylamino)-N-(2,4-dimethoxybenzyl)-N-(thiazol-2-yl)pyridine-2-sulfonamide). Reaction SMILES: [CH3:1][O:2][C:3]1[CH:25]=[C:24]([O:26][CH3:27])[CH:23]=[CH:22][C:4]=1[CH2:5][N:6]([C:17]1[S:18][CH:19]=[CH:20][N:21]=1)[S:7]([C:10]1[CH:15]=[CH:14][C:13](I)=[CH:12][N:11]=1)(=[O:9])=[O:8].CC(C)([O-])C.[Na+].[CH3:34][C:35]1([CH3:75])[C:48]2C=CC=C(P(C3C=CC=CC=3)C3C=CC=CC=3)[C:43]=2OC2[C:36]1=CC=CC=2P(C1C=CC=CC=1)C1C=CC=CC=1.[NH2:76][C:77]1[S:78]C=C(C2C=CC(Cl)=CC=2)[N:81]=1.O1CCOCC1>C1C=CC(/C=C/C(/C=C/C2C=CC=CC=2)=O)=CC=1.C1C=CC(/C=C/C(/C=C/C2C=CC=CC=2)=O)=CC=1.C1C=CC(/C=C/C(/C=C/C2C=CC=CC=2)=O)=CC=1.[Pd].[Pd]>[C:35]([C:48]1[N:76]=[C:77]([NH:81][C:13]2[CH:14]=[CH:15][C:10]([S:7]([N:6]([CH2:5][C:4]3[CH:22]=[CH:23][C:24]([O:26][CH3:27])=[CH:25][C:3]=3[O:2][CH3:1])[C:17]3[S:18][CH:19]=[CH:20][N:21]=3)(=[O:9])=[O:8])=[N:11][CH:12]=2)[S:78][CH:43]=1)([CH3:75])([CH3:36])[CH3:34] |f:1.2,6.7.8.9.10|. Procedure details: Into a Vial was added the 5-Iodo-pyridine-2-sulfonic acid (2,4-dimethoxy-benzyl)-thiazol-2-yl-amide (80 mg, 0.0001 mol), Sodium tert-butoxide (43 mg, 0.00044 mol), 9,9-DIMETHYL-4,5-BIS(DIPHENYLPHOSPHINO)XANTHENE (1.0E1 mg, 0.000018 mol), Tris(dibenzylideneacetone)dipalladium(0) (5.4 mg, 0.0000059 mol), 2-AMINO-4-(4-CHLOROPHENYL)THIAZOLE and the de-gassed anhydrous 1,4-Dioxane (2.0 mL, 0.026 mol). The reaction mixture was heated at 150° C. for 1 h in microwave. The reaction mixture was filtered t... Reactants: OC(CCN1CCC(CC1)C=1C=C(C=CC1)NC(C(C)C)=O)C1=CC=C(C=C1)OC (N-(3-{1-[3-hydroxy-3-(4-methoxyphenyl)propyl]-4-piperidinyl}phenyl)-2-methylpropanamide), C(C)(=O)C=1C=C(C=CC1)O (3-acetylphenol). Yields the product C(C)(=O)C=1C=C(OC(CCN2CCC(CC2)C=2C=C(C=CC2)NC(C(C)C)=O)C2=CC=C(C=C2)OC)C=CC1 (N-(3-{1-[3-(3-ACETYLPHENOXY)-3-(4-METHOXYPHENYL)PROPYL]-4-PIPERIDINYL}PHENYL)-2-METHYLPROPANAMIDE). RXN SMILES: [OH:1][CH:2]([C:23]1[CH:28]=[CH:27][C:26]([O:29][CH3:30])=[CH:25][CH:24]=1)[CH2:3][CH2:4][N:5]1[CH2:10][CH2:9][CH:8]([C:11]2[CH:12]=[C:13]([NH:17][C:18](=[O:22])[CH:19]([CH3:21])[CH3:20])[CH:14]=[CH:15][CH:16]=2)[CH2:7][CH2:6]1.[C:31]([C:34]1[CH:35]=[C:36](O)[CH:37]=[CH:38][CH:39]=1)(=[O:33])[CH3:32]>>[C:31]([C:34]1[CH:39]=[C:38]([CH:37]=[CH:36][CH:35]=1)[O:1][CH:2]([C:23]1[CH:24]=[CH:25][C:26]([O:29][CH3:30])=[CH:27][CH:28]=1)[CH2:3][CH2:4][N:5]1[CH2:10][CH2:9][CH:8]([C:11]2[CH:12]=[C:13]([NH:17][C:18](=[O:22])[CH:19]([CH3:21])[CH3:20])[CH:14]=[CH:15][CH:16]=2)[CH2:7][CH2:6]1)(=[O:33])[CH3:32]. Reported procedure: Prepared by Procedure A and Scheme AN using N-(3-{1-[3-hydroxy-3-(4-methoxyphenyl)propyl]-4-piperidinyl}phenyl)-2-methylpropanamide and 3-acetylphenol: ESMS m/e: 529.0 (M+H)+.